Dataset: the Open Reaction Database (ORD), a public repository of structured organic reaction records. Task: describe an organic reaction: reactants, conditions, products, and yield The reactants are CCO, [Cl-], NC(=O)c1nc(Cl)ccc1[N+](=O)[O-], [Fe], [NH4+], O. The product is NC(=O)c1nc(Cl)ccc1N. Reaction SMILES: [CH3:16][CH2:17][OH:18].[Cl-:14].[Cl:1][c:2]1[cH:3][cH:4][c:5]([N+:11]([O-:12])=[O:13])[c:6]([C:8](=[O:9])[NH2:10])[n:7]1.[Fe:20].[NH4+:15].[OH2:19]>>[Cl:1][c:2]1[cH:3][cH:4][c:5]([NH2:11])[c:6]([C:8](=[O:9])[NH2:10])[n:7]1. Starting materials: OCCN1N=CC(=C1)C=O (1-(2-hydroxy-ethyl)-1H-pyrazole-4-carbaldehyde), FC1=CC=C(C=C1)C=1C(=NC=CN1)N1CCNCC1 (3′-(4-fluoro-phenyl)-3,4,5,6-tetrahydro-2H-[1,2′]bipyrazinyl), ClCCCl (DCE), C(C)(=O)O[BH-](OC(C)=O)OC(C)=O.[Na+] (sodium triacetoxyborohydride). The product is Cl.FC1=CC=C(C=C1)C=1C(=NC=CN1)N1CCN(CC1)CC=1C=NN(C1)CCO (2-{4-[3′-(4-Fluoro-phenyl)-2,3,5,6-tetrahydro-[1,2′]bipyrazinyl-4-ylmethyl]-pyrazol-1-yl}-ethanol hydrochloride). The yield is 62.0%. RXN SMILES: [F:1][C:2]1[CH:7]=[CH:6][C:5]([C:8]2[C:9]([N:14]3[CH2:19][CH2:18][NH:17][CH2:16][CH2:15]3)=[N:10][CH:11]=[CH:12][N:13]=2)=[CH:4][CH:3]=1.[OH:20][CH2:21][CH2:22][N:23]1[CH:27]=[C:26]([CH:28]=O)[CH:25]=[N:24]1.C(O[BH-](OC(=O)C)OC(=O)C)(=O)C.[Na+].[Cl:44]CCCl>>[ClH:44].[F:1][C:2]1[CH:7]=[CH:6][C:5]([C:8]2[C:9]([N:14]3[CH2:15][CH2:16][N:17]([CH2:28][C:26]4[CH:25]=[N:24][N:23]([CH2:22][CH2:21][OH:20])[CH:27]=4)[CH2:18][CH2:19]3)=[N:10][CH:11]=[CH:12][N:13]=2)=[CH:4][CH:3]=1 |f:2.3,5.6|. Reported procedure: Dissolve 3′-(4-fluoro-phenyl)-3,4,5,6-tetrahydro-2H-[1,2′]bipyrazinyl (0.320 g, 1.24 mmol) in DCE (5 mL). Add 1-(2-hydroxy-ethyl)-1H-pyrazole-4-carbaldehyde (0.243 g, 1.73 mmol), and stir at room temperature. Add sodium triacetoxyborohydride (0.394 g, 1.86 mmol) and stir at room temperature for 18 hr. Purify via SCX chromatography, followed by silica gel chromatography, eluting with 20:80 then 0:100 hexanes:ethyl acetate then 5:95 methanol:ethyl acetate then 10:90 methanol:ethyl acetate, to give... The reactants are ClC=1N=C(C2=C(N1)SC(=C2)CN2CCNCC2)N2CCOCC2 (2-chloro-4-morpholin-4-yl-6-piperazin-1-ylmethyl-thieno[2,3-d]pyrimidine), C1(CC1)S(=O)(=O)Cl (cyclopropanesulfonyl chloride). The solvent is C(Cl)Cl (DCM), C(C)N(CC)CC (triethylamine). Yields the product ClC=1N=C(C2=C(N1)SC(=C2)CN2CCN(CC2)S(=O)(=O)C2CC2)N2CCOCC2 (2-chloro-4-morpholin-4-yl-6-[4-(cyclopropane-2-sulfonyl)-piperazin-1-ylmethyl]-thieno[2,3-d]pyrimidine). RXN SMILES: [Cl:1][C:2]1[N:3]=[C:4]([N:18]2[CH2:23][CH2:22][O:21][CH2:20][CH2:19]2)[C:5]2[CH:10]=[C:9]([CH2:11][N:12]3[CH2:17][CH2:16][NH:15][CH2:14][CH2:13]3)[S:8][C:6]=2[N:7]=1.[CH:24]1([S:27](Cl)(=[O:29])=[O:28])[CH2:26][CH2:25]1>C(Cl)Cl.C(N(CC)CC)C>[Cl:1][C:2]1[N:3]=[C:4]([N:18]2[CH2:19][CH2:20][O:21][CH2:22][CH2:23]2)[C:5]2[CH:10]=[C:9]([CH2:11][N:12]3[CH2:17][CH2:16][N:15]([S:27]([CH:24]4[CH2:26][CH2:25]4)(=[O:29])=[O:28])[CH2:14][CH2:13]3)[S:8][C:6]=2[N:7]=1. Reported procedure: To 2-chloro-4-morpholin-4-yl-6-piperazin-1-ylmethyl-thieno[2,3-d]pyrimidine (187 mg) in anhydrous DCM (5 ml) and triethylamine (111 ul) was added cyclopropanesulfonyl chloride (65 ul) at 0° C. The reaction mixture was allowed to warm up to room temperature over 4 hours. Aqueous work-up and purification on silica gave 2-chloro-4-morpholin-4-yl-6-[4-(cyclopropane-2-sulfonyl)-piperazin-1-ylmethyl]-thieno[2,3-d]pyrimidine (159 mg). The reactants are [H-].[Na+] (sodium hydride), C(C1=CC=CC=C1)OC(=O)N1CC(NCC1)=O (4-benzyloxycarbonyl-piperazin-2-one), COC1=CC=C(CCl)C=C1 (p-methoxybenzyl chloride). Run in C1CCOC1 (THF). The product is C(C1=CC=CC=C1)OC(=O)N1CC(N(CC1)CC1=CC=C(C=C1)OC)=O (4-Benzyloxycarbonyl-1-(p-methoxybenzyl)-piperazin-2-one). Yield: 52.5%. As a reaction SMILES: [CH2:1]([O:8][C:9]([N:11]1[CH2:16][CH2:15][NH:14][C:13](=[O:17])[CH2:12]1)=[O:10])[C:2]1[CH:7]=[CH:6][CH:5]=[CH:4][CH:3]=1.[H-].[Na+].[CH3:20][O:21][C:22]1[CH:29]=[CH:28][C:25]([CH2:26]Cl)=[CH:24][CH:23]=1>C1COCC1>[CH2:1]([O:8][C:9]([N:11]1[CH2:16][CH2:15][N:14]([CH2:26][C:25]2[CH:28]=[CH:29][C:22]([O:21][CH3:20])=[CH:23][CH:24]=2)[C:13](=[O:17])[CH2:12]1)=[O:10])[C:2]1[CH:3]=[CH:4][CH:5]=[CH:6][CH:7]=1 |f:1.2|. Procedure: Add to a solution of 4-benzyloxycarbonyl-piperazin-2-one (2 g, 8.6 mmol) in dry THF (10 mL/mmol) under nitrogen, sodium hydride (236 mg, 9.4 mmol, 60% dispersion in mineral oil) in one portion and stir at room temperature for 30 min. Add p-methoxybenzyl chloride (1.86 mL, 13 mmol) and stir at room temperature overnight. Concentrate, add ethyl acetate, wash with water, saturated aqueous sodium chloride, dry (magnesium sulfate), concentrate and purify (silica gel chromatography, eluting with 1:1 h... The product is Cl.NCCOC1=NOC2=C1C=CC=C2C#N (3-(2-Aminoethoxy)-7-cyano-1,2-benzisoxazole hydrochloride). As a reaction SMILES: C(OC([NH:8][CH2:9][CH2:10][O:11][C:12]1[C:16]2[CH:17]=[CH:18][CH:19]=[C:20]([C:21](=O)[NH2:22])[C:15]=2[O:14][N:13]=1)=O)(C)(C)C.P(Cl)(Cl)([Cl:26])=O>CN(C)C=O>[ClH:26].[NH2:8][CH2:9][CH2:10][O:11][C:12]1[C:16]2[CH:17]=[CH:18][CH:19]=[C:20]([C:21]#[N:22])[C:15]=2[O:14][N:13]=1 |f:3.4|. The yield is 120.7%. Conditions: temperature 5 celsius. Reactants: C(C)(C)(C)OC(=O)NCCOC1=NOC2=C1C=CC=C2C(N)=O (3-(2-(N-t-butoxycarbonylamino)ethoxy)-7-carbamoyl-1,2-benzisoxazole), P(=O)(Cl)(Cl)Cl (phosphorus oxychloride), ice water. Run in CN(C=O)C (dimethylformamide). Procedure: To a solution of 3-(2-(N-t-butoxycarbonylamino)ethoxy)-7-carbamoyl-1,2-benzisoxazole (0.10 g) in dimethylformamide (1.0 ml) was added phosphorus oxychloride (0.06 g) with stirring at 5° C., and the mixture was then stirred at the same temperature for 15 minutes. The reaction mixture was poured into ice water (20 ml), extracted with ethyl acetate (twice each with 20 ml) and the combined extracts were dried over anhydrous magnesium sulphate. After filtration, the solvent was evaporated under reduc... The reactants are complex, O=O (oxygen), C1CCCC2=CC=CC=C12 (Tetralin). Run in O (water). Product: C1CC2=CC=CC=C2CC1O (tetralol), C1(CCCC2=CC=CC=C12)=O (tetralone). As a reaction SMILES: [CH2:1]1[C:10]2[C:5](=[CH:6][CH:7]=[CH:8][CH:9]=2)[CH2:4][CH2:3][CH2:2]1.[O:11]=O>O>[CH2:7]1[CH:8]([OH:11])[CH2:9][C:10]2[C:5](=[CH:4][CH:3]=[CH:2][CH:1]=2)[CH2:6]1.[C:9]1(=[O:11])[C:10]2[C:5](=[CH:4][CH:3]=[CH:2][CH:1]=2)[CH2:6][CH2:7][CH2:8]1. Reported procedure: The thus-obtained metal complex (1.5 mM) was dispersed as a catalyst in water. Tetralin (15 mM) was dispersed therein as a reaction substrate, and the mixture was shaked in an atmosphere of oxygen at 1 atmospheric pressure to produce tetralol and tetralone. After 24 hours, concentration of tetralin was decreased to 30 % or less based on the initial concentration. Reactants: C(C1=CC=CC=C1)OC(=O)N1CC(N(CC1)NC1CCN(CC1)C1=CC=NC=C1)=O (4-benzyloxycarbonyl-1-[1-(4-pyridyl)-4-piperidinylamino]-2-piperazinone), solution, Cl (hydrochloric acid). Reagents/catalysts: [Pd] (Pd/C). Solvent: C(C)(=O)OCC (ethyl acetate), CO (methanol). Conditions: time 15 hour. The product is Cl.Cl.Cl.N1=CC=C(C=C1)N1CCC(CC1)NN1C(CNCC1)=O (1-[1-(4-pyridyl)-4-piperidinylamino]-2-piperazinone trihydrochloride). As a reaction SMILES: C(OC([N:11]1[CH2:16][CH2:15][N:14]([NH:17][CH:18]2[CH2:23][CH2:22][N:21]([C:24]3[CH:29]=[CH:28][N:27]=[CH:26][CH:25]=3)[CH2:20][CH2:19]2)[C:13](=[O:30])[CH2:12]1)=O)C1C=CC=CC=1.[ClH:31]>C(OCC)(=O)C.CO.[Pd]>[ClH:31].[ClH:31].[ClH:31].[N:27]1[CH:28]=[CH:29][C:24]([N:21]2[CH2:20][CH2:19][CH:18]([NH:17][N:14]3[CH2:15][CH2:16][NH:11][CH2:12][C:13]3=[O:30])[CH2:23][CH2:22]2)=[CH:25][CH:26]=1 |f:5.6.7.8|. Procedure: A solution of 4-benzyloxycarbonyl-1-[1-(4-pyridyl)-4-piperidinylamino]-2-piperazinone (25.29 g) and an a 4N solution of hydrochloric acid in ethyl acetate (15.5 ml) in methanol (300 ml) was combined with 10% Pd/C (50% hydrated, 5.00 g) and stirred at room temperature for 15 hours under a hydrogen atmosphere. The catalyst was filtered off, and the reaction mixture was concentrated. The residue was dissolved in ethanol (300 ml), and combined with a 4N solution of hydrochloric acid in ethyl acetate...